From a dataset of the Open Reaction Database (ORD), a public repository of structured organic reaction records. describe an organic reaction: reactants, conditions, products, and yield The reactants are C[O-], COC(=O)c1c(F)c(F)c(F)c(F)c1C(=O)O, CO, Cl, [Na+]. Yields the product COC(=O)c1c(F)c(F)c(OC)c(F)c1C(=O)O. RXN SMILES: [CH3:18][O-:19].[CH3:1][O:2][C:3]([c:4]1[c:5]([C:6](=[O:7])[OH:8])[c:9]([F:16])[c:10]([F:15])[c:11]([F:14])[c:12]1[F:13])=[O:17].[CH3:22][OH:23].[ClH:21].[Na+:20]>>[CH3:1][O:2][C:3]([c:4]1[c:5]([C:6](=[O:7])[OH:8])[c:9]([F:16])[c:10]([O:19][CH3:18])[c:11]([F:14])[c:12]1[F:13])=[O:17]. As a reaction SMILES: [Br:1][C:2]1[CH:3]=[C:4]([CH:9]=[C:10]([OH:12])[CH:11]=1)[C:5](OC)=[O:6].O.[NH2:14][NH2:15]>C(#N)C>[Br:1][C:2]1[CH:3]=[C:4]([CH:9]=[C:10]([OH:12])[CH:11]=1)[C:5]([NH:14][NH2:15])=[O:6] |f:1.2|. Run in C(C)#N (acetonitrile). The product is BrC=1C=C(C(=O)NN)C=C(C1)O (3-Bromo-5-hydroxybenzohydrazide). The reactants are BrC=1C=C(C(=O)OC)C=C(C1)O (Methyl 3-bromo-5-hydroxybenzoate), O.NN (hydrazine hydrate), 226a. Procedure: Methyl 3-bromo-5-hydroxybenzoate (1 g, 4.33 mmol) was treated with hydrazine hydrate (1 ml, 20.5 mmol) and acetonitrile (5 ml) as a solvent according the method described in Preparation 226a to obtain 0.8 g (64% yield) of the title compound that was used in the next synthetic step without further purification. Purity 80%. Isolated yield 80.0%. Starting materials: CC(C(=O)OC(C)(C)C)N1CCC(NC(=O)OCc2ccccc2)C1=O, ClCCl, O=C(O)C(F)(F)F. Product: CC(C(=O)O)N1CCC(NC(=O)OCc2ccccc2)C1=O. Reaction SMILES: [C:1]([CH3:2])([CH3:3])([CH3:4])[O:5][C:6]([CH:7]([CH3:8])[N:9]1[C:10](=[O:25])[CH:11]([NH:14][C:15](=[O:16])[O:17][CH2:18][c:19]2[cH:20][cH:21][cH:22][cH:23][cH:24]2)[CH2:12][CH2:13]1)=[O:26].[Cl:34][CH2:35][Cl:36].[OH:27][C:28]([C:29]([F:30])([F:31])[F:32])=[O:33]>>[O:5]=[C:6]([CH:7]([CH3:8])[N:9]1[C:10](=[O:25])[CH:11]([NH:14][C:15](=[O:16])[O:17][CH2:18][c:19]2[cH:20][cH:21][cH:22][cH:23][cH:24]2)[CH2:12][CH2:13]1)[OH:26]. Reactants: N1([C@@H](C(=O)O)CCC1)C(=O)OC(C)(C)C.N1CC(CCC1)C(=O)N (Boc-DPro 3-piperidinamide), FC(C(=O)O)(F)F (trifluoracetic acid). Run in C(Cl)Cl (CH2Cl2). The product is N1[C@@H](C(=O)O)CCC1.CC1CN(CCC1)C(=O)N (DPro 3-methylpiperidinamide). Yield: 65.0%. RXN SMILES: [N:1]1([C:9](OC(C)(C)C)=[O:10])[CH2:8][CH2:7][CH2:6][C@@H:2]1[C:3]([OH:5])=[O:4].[NH:16]1[CH2:21][CH2:20][CH2:19][CH:18]([C:22](N)=O)[CH2:17]1.FC(F)(F)C(O)=O>C(Cl)Cl>[NH:1]1[CH2:8][CH2:7][CH2:6][C@@H:2]1[C:3]([OH:5])=[O:4].[CH3:22][CH:18]1[CH2:19][CH2:20][CH2:21][N:16]([C:9]([NH2:1])=[O:10])[CH2:17]1 |f:0.1,4.5|. Reported procedure: Under N2 atmosphere, the Boc-DPro-3-piperidinamide was dissolved in 25 ml of CH2Cl2 and 10 ml of trifluoracetic acid added while stirring. The reaction mixture was stirred for 30 min. All volatiles were removed under vacuum and the residue dissolved in 30 ml of CH2Cl2 and washed with 10 ml saturated NaHCO3 aqueous solution. The organic layer was removed and the aqueous layer extracted with CH2Cl2 (3×10 ml). The organic layer was dried over anhydrous sodium sulfate and filtered and the solvent wa... Starting materials: CC#N, [Cu]I, O=C(O)C(F)(F)S(=O)(=O)F, COC(=O)c1cc(OCc2ccccc2)cc(OC(C)CO)c1. The product is COC(=O)c1cc(OCc2ccccc2)cc(OC(C)COC(F)F)c1. RXN SMILES: [CH3:34][C:35]#[N:36].[Cu:37][I:38].[F:1][S:2]([C:5]([C:3]([OH:4])=[O:6])([F:9])[F:10])(=[O:7])=[O:8].[OH:11][CH2:12][CH:13]([CH3:14])[O:15][c:16]1[cH:17][c:18]([C:19](=[O:20])[O:21][CH3:22])[cH:23][c:24]([O:26][CH2:27][c:28]2[cH:29][cH:30][cH:31][cH:32][cH:33]2)[cH:25]1>>[CH:5]([F:9])([F:10])[O:11][CH2:12][CH:13]([CH3:14])[O:15][c:16]1[cH:17][c:18]([C:19](=[O:20])[O:21][CH3:22])[cH:23][c:24]([O:26][CH2:27][c:28]2[cH:29][cH:30][cH:31][cH:32][cH:33]2)[cH:25]1. Starting materials: CCC(C)=O, O=[N+]([O-])c1cn(CCC2CO2)c(Cl)n1, Oc1ccc(OC(F)(F)F)cc1, [K+], [K+], O=C([O-])[O-], O. RXN SMILES: [CH3:33][C:34](=[O:35])[CH2:36][CH3:37].[Cl:13][c:14]1[n:15]([CH2:22][CH2:23][CH:24]2[O:25][CH2:26]2)[cH:16][c:17]([N+:19](=[O:20])[O-:21])[n:18]1.[F:1][C:2]([O:3][c:4]1[cH:5][cH:6][c:7]([OH:10])[cH:8][cH:9]1)([F:11])[F:12].[K+:27].[K+:28].[O-:29][C:30]([O-:31])=[O:32].[OH2:38]>>[F:1][C:2]([O:3][c:4]1[cH:5][cH:6][c:7]([O:10][CH2:26][CH:24]([CH2:23][CH2:22][n:15]2[c:14]([Cl:13])[n:18][c:17]([N+:19](=[O:20])[O-:21])[cH:16]2)[OH:25])[cH:8][cH:9]1)([F:11])[F:12]. Product: O=[N+]([O-])c1cn(CCC(O)COc2ccc(OC(F)(F)F)cc2)c(Cl)n1.